This data is from the Open Reaction Database (ORD), a public repository of structured organic reaction records. The task is: describe an organic reaction: reactants, conditions, products, and yield The reactants are CCOC(=O)C(F)P(=O)(OCC)OCC (triethyl-2-fluoro-2-phosphonoacetate), CC1(OC2=CC(=C(C=C2C(=C1)C1=CC=CC=C1)C(C)=O)OCCC)C (1-(2,2 dimethyl-4-phenyl-7-propoxy-2H-chromen-6-yl)-ethanone), CC1(OC2=CC(=C(C=C2C(=C1)C1=CC=CC=C1)C(C)=O)OCCC)C (1-(2,2 dimethyl-4-phenyl-7-propoxy-2H-chromen-6-yl)-ethanone). Product: CC1(OC2=CC(=C(C=C2C(=C1)C1=CC=CC=C1)/C(=C(\C(=O)OCC)/F)/C)OCCC)C (Ethyl (2E)-3-(2,2-dimethyl-4-phenyl-7-propoxy-2H-chromen-6-yl)-2-fluoro-but-2-enoate). As a reaction SMILES: [CH3:1][CH2:2][O:3][C:4]([CH:6](P(OCC)(OCC)=O)[F:7])=[O:5].[CH3:16][C:17]1([CH3:40])[CH:26]=[C:25]([C:27]2[CH:32]=[CH:31][CH:30]=[CH:29][CH:28]=2)[C:24]2[C:19](=[CH:20][C:21]([O:36][CH2:37][CH2:38][CH3:39])=[C:22]([C:33](=O)[CH3:34])[CH:23]=2)[O:18]1>>[CH3:40][C:17]1([CH3:16])[CH:26]=[C:25]([C:27]2[CH:28]=[CH:29][CH:30]=[CH:31][CH:32]=2)[C:24]2[C:19](=[CH:20][C:21]([O:36][CH2:37][CH2:38][CH3:39])=[C:22](/[C:33](/[CH3:34])=[C:6](/[F:7])\[C:4]([O:3][CH2:2][CH3:1])=[O:5])[CH:23]=2)[O:18]1. Reported procedure: Following General Procedure K, triethyl-2-fluoro-2-phosphonoacetate (0.41 mL, 1.61 mmol) and 1-(2,2 dimethyl-4-phenyl-7-propoxy-2H-chromen-6-yl)-ethanone (Compound 67, 180 mg, 0.54 mmol) were reacted to give the title compound as a colorless oil after purification by flash chromatography (silica gel, 1:9 ethyl acetate/hexane). Reactants: N(=[N+]=[N-])C(C)C=1N=C2N(C(C1Br)=O)C=CS2 (7-(1-azidoethyl)-6-bromo-5H-[1,3]thiazolo[3,2-a]pyrimidin-5-one), FC=1C=C(C=C(C1)F)B(O)O ((3,5-difluorophenyl)boronic acid), solution, C([O-])([O-])=O.[Na+].[Na+] (sodium carbonate), O (water). The reagents and catalysts are C=1C=CC(=CC1)[P](C=2C=CC=CC2)(C=3C=CC=CC3)[Pd]([P](C=4C=CC=CC4)(C=5C=CC=CC5)C=6C=CC=CC6)([P](C=7C=CC=CC7)(C=8C=CC=CC8)C=9C=CC=CC9)[P](C=1C=CC=CC1)(C=1C=CC=CC1)C=1C=CC=CC1 (tetrakis(triphenylphosphine)palladium(0)). Solvent: C(C)(=O)OCC (ethyl acetate), O1CCOCC1 (1,4-dioxane). Run at temperature 100 celsius, time 8 hour. Product: N(=[N+]=[N-])C(C)C=1N=C2N(C(C1C1=CC(=CC(=C1)F)F)=O)C=CS2 (7-(1-azidoethyl)-6-(3,5-difluorophenyl)-5H-[1,3]thiazolo[3,2-a]pyrimidin-5-one). Yield: 52.9%. As a reaction SMILES: [N:1]([CH:4]([C:6]1[N:7]=[C:8]2[S:16][CH:15]=[CH:14][N:9]2[C:10](=[O:13])[C:11]=1Br)[CH3:5])=[N+:2]=[N-:3].[F:17][C:18]1[CH:19]=[C:20](B(O)O)[CH:21]=[C:22]([F:24])[CH:23]=1.C(=O)([O-])[O-].[Na+].[Na+].O>O1CCOCC1.C(OCC)(=O)C.C1C=CC([P]([Pd]([P](C2C=CC=CC=2)(C2C=CC=CC=2)C2C=CC=CC=2)([P](C2C=CC=CC=2)(C2C=CC=CC=2)C2C=CC=CC=2)[P](C2C=CC=CC=2)(C2C=CC=CC=2)C2C=CC=CC=2)(C2C=CC=CC=2)C2C=CC=CC=2)=CC=1>[N:1]([CH:4]([C:6]1[N:7]=[C:8]2[S:16][CH:15]=[CH:14][N:9]2[C:10](=[O:13])[C:11]=1[C:20]1[CH:19]=[C:18]([F:17])[CH:23]=[C:22]([F:24])[CH:21]=1)[CH3:5])=[N+:2]=[N-:3] |f:2.3.4,^1:50,52,71,90|. Procedure details: To a mixture of 7-(1-azidoethyl)-6-bromo-5H-[1,3]thiazolo[3,2-a]pyrimidin-5-one (0.50 g, 1.7 mmol) and (3,5-difluorophenyl)boronic acid (0.31 g, 2.0 mmol) in 1,4-dioxane (10 mL) was added a 1 N solution of sodium carbonate in water (2.2 mL, 2.2 mmol) and tetrakis(triphenylphosphine)palladium(0) (0.096 g, 0.083 mmol). The mixture was stirred at 100° C. overnight. After cooling, the mixture was diluted with ethyl acetate, washed with water and brine, dried over MgSO4, concentrated, and purified on... Reactants: B(O)(O)C1=C(O[C@H](C(=O)O)C)C=CC(=C1)Cl (2-(2-Borono-4-chlorophenoxy)-(2S)-propanoic acid), C([O-])([O-])=O.[Na+].[Na+] (sodium carbonate), BrC1=CC=C(C=C1)S(=O)(=O)N1CCOCC1 (4-[(4-bromophenyl)sulfonyl]morpholine). The reagents and catalysts are C1=CC=C(C=C1)P([C-]2C=CC=C2)C3=CC=CC=C3.C1=CC=C(C=C1)P([C-]2C=CC=C2)C3=CC=CC=C3.Cl[Pd]Cl.[Fe+2] (Pd(dppf)Cl2). Solvent: O1CCOCC1 (dioxane). Product: ClC=1C=CC(=C(C1)C1=CC=C(C=C1)S(=O)(=O)N1CCOCC1)O[C@H](C(=O)O)C ([[5-Chloro-4′-(4-morpholinylsulfonyl)[1,1′-biphenyl]-2-yl]oxy]-(2S)-propanoic acid). As a reaction SMILES: B([C:4]1[CH:15]=[C:14]([Cl:16])[CH:13]=[CH:12][C:5]=1[O:6][C@@H:7]([CH3:11])[C:8]([OH:10])=[O:9])(O)O.C(=O)([O-])[O-].[Na+].[Na+].Br[C:24]1[CH:29]=[CH:28][C:27]([S:30]([N:33]2[CH2:38][CH2:37][O:36][CH2:35][CH2:34]2)(=[O:32])=[O:31])=[CH:26][CH:25]=1>O1CCOCC1.C1C=CC(P(C2C=CC=CC=2)[C-]2C=CC=C2)=CC=1.C1C=CC(P(C2C=CC=CC=2)[C-]2C=CC=C2)=CC=1.Cl[Pd]Cl.[Fe+2]>[Cl:16][C:14]1[CH:13]=[CH:12][C:5]([O:6][C@@H:7]([CH3:11])[C:8]([OH:10])=[O:9])=[C:4]([C:24]2[CH:29]=[CH:28][C:27]([S:30]([N:33]3[CH2:34][CH2:35][O:36][CH2:37][CH2:38]3)(=[O:31])=[O:32])=[CH:26][CH:25]=2)[CH:15]=1 |f:1.2.3,6.7.8.9|. Procedure: A mixture of the product from example 151 step (iv) (0.126 g), sodium carbonate (0.22 g), 4-[(4-bromophenyl)sulfonyl]morpholine (0.16 g) and Pd(dppf)Cl2 (0.03 g) in dioxane (10 ml) was heated under reflux for 4 h. The mixture was evaporated and purified by RVHPLC (MeCN/aqNH4Cl). Yield 0.09 g. Starting materials: COc1ccc(Cl)cc1C(=NC#N)N=c1sc(C(C)(C)C)cn1CC1(OC(C)=O)CCCC1, CO, [K+], [K+], O=C([O-])[O-], O. Yields the product COc1ccc(Cl)cc1C(=NC#N)N=c1sc(C(C)(C)C)cn1CC1(O)CCCC1. As a reaction SMILES: [C:1](=[O:2])([CH3:3])[O:4][C:5]1([CH2:10][n:11]2[c:12](=[N:20][C:21](=[N:22][C:23]#[N:24])[c:25]3[c:26]([O:32][CH3:33])[cH:27][cH:28][c:29]([Cl:31])[cH:30]3)[s:13][c:14]([C:16]([CH3:17])([CH3:18])[CH3:19])[cH:15]2)[CH2:6][CH2:7][CH2:8][CH2:9]1.[CH3:40][OH:41].[K+:34].[K+:35].[O-:36][C:37]([O-:38])=[O:39].[OH2:42]>>[OH:4][C:5]1([CH2:10][n:11]2[c:12](=[N:20][C:21](=[N:22][C:23]#[N:24])[c:25]3[c:26]([O:32][CH3:33])[cH:27][cH:28][c:29]([Cl:31])[cH:30]3)[s:13][c:14]([C:16]([CH3:17])([CH3:18])[CH3:19])[cH:15]2)[CH2:6][CH2:7][CH2:8][CH2:9]1. Reactants: COC(=O)c1ccc(N)cc1, ClCCl, CN(C)C=O, O=S(Cl)Cl, O=C(O)c1ccc2c(c1)N(S(=O)(=O)c1ccccc1)CC2. The product is COC(=O)c1ccc(NC(=O)c2ccc3c(c2)N(S(=O)(=O)c2ccccc2)CC3)cc1. Reaction SMILES: [CH3:26][O:27][C:28]([c:29]1[cH:30][cH:31][c:32]([NH2:35])[cH:33][cH:34]1)=[O:36].[Cl:37][CH2:38][Cl:39].[O:40]=[CH:41][N:42]([CH3:43])[CH3:44].[S:22]([Cl:23])([Cl:24])=[O:25].[c:1]1([S:7](=[O:8])(=[O:9])[N:10]2[CH2:11][CH2:12][c:13]3[cH:14][cH:15][c:16]([C:19](=[O:20])[OH:21])[cH:17][c:18]32)[cH:2][cH:3][cH:4][cH:5][cH:6]1>>[c:1]1([S:7](=[O:8])(=[O:9])[N:10]2[CH2:11][CH2:12][c:13]3[cH:14][cH:15][c:16]([C:19](=[O:20])[NH:35][c:32]4[cH:31][cH:30][c:29]([C:28]([O:27][CH3:26])=[O:36])[cH:34][cH:33]4)[cH:17][c:18]32)[cH:2][cH:3][cH:4][cH:5][cH:6]1. The product is O=C(NC1CCC2(CC1C(=O)O)OCCO2)c1ccccc1. RXN SMILES: [C:1]([c:2]1[cH:3][cH:4][cH:5][cH:6][cH:7]1)(=[O:8])[NH:9][CH:10]1[CH:11]([C:20](=[O:21])[O:22][CH2:23][CH3:24])[CH2:12][C:13]2([O:14][CH2:15][CH2:16][O:17]2)[CH2:18][CH2:19]1.[CH2:28]1[O:29][CH2:30][CH2:31][CH2:32]1.[Li+:26].[OH-:25].[OH2:27]>>[C:1]([c:2]1[cH:3][cH:4][cH:5][cH:6][cH:7]1)(=[O:8])[NH:9][CH:10]1[CH:11]([C:20](=[O:21])[OH:22])[CH2:12][C:13]2([O:14][CH2:15][CH2:16][O:17]2)[CH2:18][CH2:19]1. Reactants: CCOC(=O)C1CC2(CCC1NC(=O)c1ccccc1)OCCO2, C1CCOC1, [Li+], [OH-], O. Reactants: Cl.C1(=CC=CC=C1)CC(=O)O (2-phenylacetic acid hydrochloride), N[C@H](C(=O)NC1=CC=C(C=C1)OC1=CC=C(C=C1)F)COCC1=CC=CC=C1 ((S)-2-amino-3-(benzyloxy)-N-(4-(4-fluorophenoxy)phenyl)propanamide). Product: Compound 249, C(C1=CC=CC=C1)OC[C@@H](C(=O)NC1=CC=C(C=C1)OC1=CC=C(C=C1)F)NC(CC1=CC=CC=C1)=O ((S)-3-(benzyloxy)-N-(4-(4-fluorophenoxy)phenyl)-2-(2-phenylacetamido)propanamide). The yield is 50.1%. Reaction SMILES: Cl.[C:2]1([CH2:8][C:9]([OH:11])=O)[CH:7]=[CH:6][CH:5]=[CH:4][CH:3]=1.[NH2:12][C@@H:13]([CH2:31][O:32][CH2:33][C:34]1[CH:39]=[CH:38][CH:37]=[CH:36][CH:35]=1)[C:14]([NH:16][C:17]1[CH:22]=[CH:21][C:20]([O:23][C:24]2[CH:29]=[CH:28][C:27]([F:30])=[CH:26][CH:25]=2)=[CH:19][CH:18]=1)=[O:15]>>[CH2:33]([O:32][CH2:31][C@H:13]([NH:12][C:9](=[O:11])[CH2:8][C:2]1[CH:3]=[CH:4][CH:5]=[CH:6][CH:7]=1)[C:14]([NH:16][C:17]1[CH:22]=[CH:21][C:20]([O:23][C:24]2[CH:29]=[CH:28][C:27]([F:30])=[CH:26][CH:25]=2)=[CH:19][CH:18]=1)=[O:15])[C:34]1[CH:39]=[CH:38][CH:37]=[CH:36][CH:35]=1 |f:0.1|. Reported procedure: Proceeding as in Example 1, but substituting 2-phenylacetic acid hydrochloride and (S)-2-amino-3-(benzyloxy)-N-(4-(4-fluorophenoxy)phenyl)propanamide, gave Compound 249, (S)-3-(benzyloxy)-N-(4-(4-fluorophenoxy)phenyl)-2-(2-phenylacetamido)propanamide (3 mg, 50.1%). MS (EI) for C30H27FN2O4. found 499.6 (MH+).